From a dataset of the Open Reaction Database (ORD), a public repository of structured organic reaction records. describe an organic reaction: reactants, conditions, products, and yield The reactants are ClC1=CC=C(C=C1)C=1N=C2N(C3=C(N2C1CC(=O)O)C=C(C=C3)C)C (2-(4-chlorophenyl)-6,9-dimethyl-9H-imidazo[1,2-a]benzimidazole-3-acetic acid), N,N'-carbonyldiimidazole, CN (methylamine). Solvent: O1CCCC1 (tetrahydrofuran), O1CCCC1 (tetrahydrofuran). Run at time 6 hour. The product is ClC1=CC=C(C=C1)C=1N=C2N(C3=C(N2C1CC(=O)NC)C=C(C=C3)C)C (2-(4-Chlorophenyl)-N,6,9-trimethyl-9H-imidazo[1,2-a]benzimidazole-3-acetamide). RXN SMILES: [Cl:1][C:2]1[CH:7]=[CH:6][C:5]([C:8]2[N:9]=[C:10]3[N:14]([C:15]=2[CH2:16][C:17]([OH:19])=O)[C:13]2[CH:20]=[C:21]([CH3:24])[CH:22]=[CH:23][C:12]=2[N:11]3[CH3:25])=[CH:4][CH:3]=1.[CH3:26][NH2:27]>O1CCCC1>[Cl:1][C:2]1[CH:3]=[CH:4][C:5]([C:8]2[N:9]=[C:10]3[N:14]([C:15]=2[CH2:16][C:17]([NH:27][CH3:26])=[O:19])[C:13]2[CH:20]=[C:21]([CH3:24])[CH:22]=[CH:23][C:12]=2[N:11]3[CH3:25])=[CH:6][CH:7]=1. Procedure: Under a nitrogen stream, a suspension of 1.0 g (0.0028 mol) of 2-(4-chlorophenyl)-6,9-dimethyl-9H-imidazo[1,2-a]benzimidazole-3-acetic acid is prepared in 50 ml of dry tetrahydrofuran. 1.0 g (0.0063 mol) of N,N'-carbonyldiimidazole in solution in 50 ml of dry tetrahydrofuran is added and the mixture is stirred for 6 h. The solution is then treated with an excess of dry gaseous methylamine and again stirred for 4 h. The solvent is evaporated under reduced pressure. The residue is taken up in wate... Starting materials: [Cl-].C1(=CC=CC=C1)[PH+](C1=CC=CC=C1)C1=CC=CC=C1 (triphenylphosphonium chloride), ice water, CCOCC (ether), potassium tert.butylate, C(CC)O[C@@H]1CC[C@H](CC1)C=O (trans-4-n-propyloxycyclohexane carboxaldehyde), CCOCC (ether). Conditions: time 45 minute. The product is COC=C[C@@H]1CC[C@H](CC1)OCCC (trans-2-(4-n-propyloxycyclohexyl)vinyl methyl ether). As a reaction SMILES: [Cl-].C1([PH+](C2C=CC=CC=2)C2C=CC=CC=2)C=CC=CC=1.[CH2:21]([O:24][C@H:25]1[CH2:30][CH2:29][C@H:28]([CH:31]=O)[CH2:27][CH2:26]1)[CH2:22][CH3:23].C[CH2:34][O:35][CH2:36]C>>[CH3:34][O:35][CH:36]=[CH:31][C@H:28]1[CH2:27][CH2:26][C@H:25]([O:24][CH2:21][CH2:22][CH3:23])[CH2:30][CH2:29]1 |f:0.1|. Reported procedure: A suspension of 94.6 g. of (methoxymethyl)(triphenylphosphonium chloride in 1000 ml. of dry ether is treated with 33.0 g. of potassium tert.butylate. After stirring for 45 minutes, a solution of 31.4 g. of trans-4-n-propyloxycyclohexane carboxaldehyde in 200 ml. of ether is added dropwise. The mixture is stirred for a further 2.5 hours and then poured into 1.2 liters of ice-water. The organic phase is separated, washed neutral with water, dried over sodium sulfate and evaporated. The crude trans... Starting materials: O1C(OCC1)C1=CC=CC(=N1)CO ([6-(1,3-dioxolan-2-yl)pyridin-2-yl]methanol), N1=CC=CC=C1 (pyridine), S(=O)(Br)Br (thionyl bromide). Solvent: C(Cl)Cl (DCM), C(Cl)Cl (DCM). Conditions: time 8 hour. Yields the product Br.[Br-].O1C(OCC1)C1=CC=CC(=N1)C[N+]1=CC=CC=C1 (1-{[6-(1,3-dioxolan-2-yl)pyridin-2-yl]methyl}pyridinium bromide hydrobromide). The yield is 193.1%. As a reaction SMILES: S(Br)([Br:3])=O.[O:5]1[CH2:9][CH2:8][O:7][CH:6]1[C:10]1[N:15]=[C:14]([CH2:16]O)[CH:13]=[CH:12][CH:11]=1.[N:18]1[CH:23]=[CH:22][CH:21]=[CH:20][CH:19]=1>C(Cl)Cl>[BrH:3].[Br-:3].[O:7]1[CH2:8][CH2:9][O:5][CH:6]1[C:10]1[N:15]=[C:14]([CH2:16][N+:18]2[CH:23]=[CH:22][CH:21]=[CH:20][CH:19]=2)[CH:13]=[CH:12][CH:11]=1 |f:4.5.6|. Procedure details: To a stirred solution thionyl bromide (8.36 g, 40.23 mmol, 1 eq.) in 300 ml dry DCM, cooled to 5° C., was added dropwise a solution of [6-(1,3-dioxolan-2-yl)pyridin-2-yl]methanol (8.1 g, 40.23 mmol, 1 eq.) and pyridine (3.18 g, 40.23 mmol, 1 eq.) in 15 ml dry DCM. On complete addition, the cooling bath was removed, the reaction warmed to room temperature and stirred overnight. 150 ml of water and 150 ml of DCM were added and stirring allowed for 2 mins. The organic layer was separated, dried ove... Starting materials: CO (methanol), C(#N)C1=CC(=C(C=C1)C1C(=C(NC=2C=NNC(C21)=O)C)C(=O)OCC)OC (ethyl 4-(4-cyano-2-methoxyphenyl)-2-methyl-5-oxo-1,4,5,6-tetrahydropyrido[2,3-d]pyridazine-3-carboxylate), ClCCl (dichloromethane), F[B-](F)(F)F.C(C)[O+](CC)CC (triethyloxonium tetrafluoroborate). The solvent is O (water), O (water). Reaction conditions: time 1 hour. The product is C(#N)C1=CC(=C(C=C1)C1C(=C(NC2=CN=NC(=C21)OCC)C)C(=O)OCC)OC (Ethyl 4-(4-cyano-2-methoxyphenyl)-5-ethoxy-2-methyl-1,4-dihydropyrido[2,3-d]pyridazine-3-carboxylate). As a reaction SMILES: [C:1]([C:3]1[CH:8]=[CH:7][C:6]([CH:9]2[C:18]3[C:17](=[O:19])[NH:16][N:15]=[CH:14][C:13]=3[NH:12][C:11]([CH3:20])=[C:10]2[C:21]([O:23][CH2:24][CH3:25])=[O:22])=[C:5]([O:26][CH3:27])[CH:4]=1)#[N:2].ClCCl.F[B-](F)(F)F.[CH2:36]([O+](CC)CC)[CH3:37].CO>O>[C:1]([C:3]1[CH:8]=[CH:7][C:6]([CH:9]2[C:18]3[C:13](=[CH:14][N:15]=[N:16][C:17]=3[O:19][CH2:36][CH3:37])[NH:12][C:11]([CH3:20])=[C:10]2[C:21]([O:23][CH2:24][CH3:25])=[O:22])=[C:5]([O:26][CH3:27])[CH:4]=1)#[N:2] |f:2.3|. Reported procedure: 50 mg (0.136 mmol) of ethyl 4-(4-cyano-2-methoxyphenyl)-2-methyl-5-oxo-1,4,5,6-tetrahydropyrido[2,3-d]pyridazine-3-carboxylate are mixed under an argon atmosphere with 5 ml of abs. dichloromethane and 51.8 mg (0.273 mmol) of triethyloxonium tetrafluoroborate. After a reaction time of 2 hours at room temperature, the mixture is mixed with 5 ml of methanol and 0.5 ml of water and again stirred for 1 h. It is then diluted with 20 ml of water and extracted three times with dichloromethane. The combi...